This data is from the Open Reaction Database (ORD), a public repository of structured organic reaction records. The task is: describe an organic reaction: reactants, conditions, products, and yield Starting materials: CCOC(=O)CBr, CCOC(C)=O, CCN(C(C)C)C(C)C, NCc1ccccc1, C1COCCO1. As a reaction SMILES: [Br:18][CH2:19][C:20](=[O:21])[O:22][CH2:23][CH3:24].[CH3:25][CH2:26][O:27][C:28](=[O:29])[CH3:30].[CH:1]([N:2]([CH:3]([CH3:4])[CH3:5])[CH2:6][CH3:7])([CH3:8])[CH3:9].[NH2:10][CH2:11][c:12]1[cH:13][cH:14][cH:15][cH:16][cH:17]1.[O:31]1[CH2:32][CH2:33][O:34][CH2:35][CH2:36]1>>[NH:10]([CH2:11][c:12]1[cH:13][cH:14][cH:15][cH:16][cH:17]1)[CH2:19][C:20](=[O:21])[O:22][CH2:23][CH3:24]. The product is CCOC(=O)CNCc1ccccc1. The reactants are Clc1nc(Br)cn2cnnc12, C1CCOC1, CC(C)(C)OC(=O)N1CCNCC1, O. The product is CC(C)(C)OC(=O)N1CCN(c2nc(Br)cn3cnnc23)CC1. Reaction SMILES: [Br:1][c:2]1[n:3][c:4]([Cl:11])[c:5]2[n:6]([cH:7]1)[cH:8][n:9][n:10]2.[CH2:25]1[O:26][CH2:27][CH2:28][CH2:29]1.[N:12]1([C:18](=[O:19])[O:20][C:21]([CH3:22])([CH3:23])[CH3:24])[CH2:13][CH2:14][NH:15][CH2:16][CH2:17]1.[OH2:30]>>[Br:1][c:2]1[n:3][c:4]([N:15]2[CH2:14][CH2:13][N:12]([C:18](=[O:19])[O:20][C:21]([CH3:22])([CH3:23])[CH3:24])[CH2:17][CH2:16]2)[c:5]2[n:6]([cH:7]1)[cH:8][n:9][n:10]2. Starting materials: CC[Mg+], [Cl-], c1ccc(COc2ccc3[nH]ccc3c2)cc1, CC(C)(C)OC(=O)N1C(C(=O)Cl)CSC1c1cccnc1. Yields the product CC(C)(C)OC(=O)N1C(C(=O)Cc2c[nH]c3ccc(OCc4ccccc4)cc23)CSC1c1cccnc1. Reaction SMILES: [CH2:2]([Mg+:3])[CH3:4].[Cl-:1].[c:5]1([CH2:11][O:12][c:13]2[cH:14][c:15]3[cH:16][cH:17][nH:18][c:19]3[cH:20][cH:21]2)[cH:6][cH:7][cH:8][cH:9][cH:10]1.[n:22]1[cH:23][c:24]([CH:28]2[S:29][CH2:30][CH:31]([C:40](=[O:41])[Cl:42])[N:32]2[C:33](=[O:34])[O:35][C:36]([CH3:37])([CH3:38])[CH3:39])[cH:25][cH:26][cH:27]1>>[CH2:2]([c:16]1[c:15]2[cH:14][c:13]([O:12][CH2:11][c:5]3[cH:6][cH:7][cH:8][cH:9][cH:10]3)[cH:21][cH:20][c:19]2[nH:18][cH:17]1)[C:40]([CH:31]1[CH2:30][S:29][CH:28]([c:24]2[cH:23][n:22][cH:27][cH:26][cH:25]2)[N:32]1[C:33](=[O:34])[O:35][C:36]([CH3:37])([CH3:38])[CH3:39])=[O:41]. The reactants are ClC1=CC=2N(C=C1)C(=CN2)C(=O)NC2=C1C(=NN(C1=CC=C2)CC2=NC(=CC=C2)C(C)C)C (7-chloro-N-(1-((6-isopropylpyridin-2-yl)methyl)-3-methyl-1H-indazol-4-yl)imidazo[1,2-a]pyridine-3-carboxamide), C[C@H]1CN(CCN1C)CCO ((S)-2-(3,4-dimethylpiperazin-1-yl)ethanol), C[C@@H]1CN(C[C@@H](N1C)C)CCO (2-((3R,5S)-3,4,5-trimethylpiperazin-1-yl)ethanol). The product is C[C@H]1CN(CCN1C)CCOC1=CC=2N(C=C1)C(=CN2)C(=O)NC2=C1C(=NN(C1=CC=C2)CC2=NC(=CC=C2)CC)C ((S)-7-(2-(3,4-dimethylpiperazin-1-yl)ethoxy)-N-(1-((6-ethylpyridin-2-yl)methyl)-3-methyl-1H-indazol-4-yl)imidazo[1,2-a]pyridine-3-carboxamide). Isolated yield 27.0%. Reaction SMILES: Cl[C:2]1[CH:7]=[CH:6][N:5]2[C:8]([C:11]([NH:13][C:14]3[CH:22]=[CH:21][CH:20]=[C:19]4[C:15]=3[C:16]([CH3:33])=[N:17][N:18]4[CH2:23][C:24]3[CH:29]=[CH:28][CH:27]=[C:26]([CH:30]([CH3:32])C)[N:25]=3)=[O:12])=[CH:9][N:10]=[C:4]2[CH:3]=1.[CH3:34][C@@H:35]1[N:40]([CH3:41])[CH2:39][CH2:38][N:37]([CH2:42][CH2:43][OH:44])[CH2:36]1.C[C@H]1N(C)[C@@H](C)CN(CCO)C1>>[CH3:34][C@@H:35]1[N:40]([CH3:41])[CH2:39][CH2:38][N:37]([CH2:42][CH2:43][O:44][C:2]2[CH:7]=[CH:6][N:5]3[C:8]([C:11]([NH:13][C:14]4[CH:22]=[CH:21][CH:20]=[C:19]5[C:15]=4[C:16]([CH3:33])=[N:17][N:18]5[CH2:23][C:24]4[CH:29]=[CH:28][CH:27]=[C:26]([CH2:30][CH3:32])[N:25]=4)=[O:12])=[CH:9][N:10]=[C:4]3[CH:3]=2)[CH2:36]1. Reported procedure: Prepared according to Example 7, Step F, substituting 7-chloro-N-(1-((6-ethylpyridin-2-yl)methyl)-3-methyl-1H-indazol-4-yl)imidazo[1,2-a]pyridine-3-carboxamide for 7-chloro-N-(1-((6-isopropylpyridin-2-yl)methyl)-3-methyl-1H-indazol-4-yl)imidazo[1,2-a]pyridine-3-carboxamide and (S)-2-(3,4-dimethylpiperazin-1-yl)ethanol for 2-((3R,5S)-3,4,5-trimethylpiperazin-1-yl)ethanol to give the title compound (27%). MS (APCI), positive scan, m/z=567.1 (M+H). Reactants: COC(C1=CC(=CC=C1)C[C@@H]1COC2=CC=C(C=C2[C@@H]1O)O)=O ((3R-cis)-3-(4,6-dihydroxychroman-3-ylmethyl)benzoic acid methyl ester), CO (methanol), carboxylic acid, [H][H] (hydrogen). The reagents and catalysts are [OH-].[Pd+2].[OH-] (palladium hydroxide). The solvent is ClCCl (dichloromethane), C(C)(=O)O (acetic acid). The product is COC(C1=CC(=CC=C1)CC1COC2=CC=C(C=C2C1)O)=O ((+)-3-(6-Hydroxychroman-3-ylmethyl)benzoic acid methyl ester). The yield is 81.0%. RXN SMILES: [CH3:1][O:2][C:3](=[O:23])[C:4]1[CH:9]=[CH:8][CH:7]=[C:6]([CH2:10][C@H:11]2[C@@H:20](O)[C:19]3[C:14](=[CH:15][CH:16]=[C:17]([OH:22])[CH:18]=3)[O:13][CH2:12]2)[CH:5]=1.[H][H].CO>C(O)(=O)C.ClCCl.[OH-].[Pd+2].[OH-]>[CH3:1][O:2][C:3](=[O:23])[C:4]1[CH:9]=[CH:8][CH:7]=[C:6]([CH2:10][CH:11]2[CH2:20][C:19]3[C:14](=[CH:15][CH:16]=[C:17]([OH:22])[CH:18]=3)[O:13][CH2:12]2)[CH:5]=1 |f:5.6.7|. Reported procedure: A mixture of 5.0 g (0.017 mole) of (3R-cis)-3-(4,6-dihydroxychroman-3-ylmethyl)benzoic acid methyl ester (prepared by esterification of the corresponding carboxylic acid (prepared according to the method of co-pending U.S. Pat. Application of Murtiashaw, et al., U.S. Ser. No. 07/964,336 filed Oct. 21, 1992) and 1.0 g palladium hydroxide in 100 mL glacial acetic acid was shaken in a Parr hydrogenator under 50 psi hydrogen at room temperature for 3 hours. The mixture was filtered through Celite an... Reactants: C(=O)(N1C=NC=C1)N1C=NC=C1 (Carbonyldiimidazole), CN(CCOC1=CC=C(C=C1)N)C (4-(2-dimethylaminoethoxy)phenylamine), C(C1=CC=CC=C1)OC1=CC=C(C=C1)NCC(OC)OC ((4-benzyloxyphenyl)-(2,2-dimethoxyethyl)amine). Solvent: CN(C=O)C (dimethylformamide). Run at temperature 80 celsius, time 30 minute. Yields the product C(C1=CC=CC=C1)OC1=CC=C(C=C1)N(C(=O)NC1=CC=C(C=C1)OCCN(C)C)CC(OC)OC (1-(4-Benzyloxyphenyl)-1-(2,2-dimethoxyethyl)-3-[4-(2-dimethylaminoethoxy)phenyl]urea). As a reaction SMILES: [C:1](N1C=CN=C1)(N1C=CN=C1)=[O:2].[CH3:13][N:14]([CH3:25])[CH2:15][CH2:16][O:17][C:18]1[CH:23]=[CH:22][C:21]([NH2:24])=[CH:20][CH:19]=1.[CH2:26]([O:33][C:34]1[CH:39]=[CH:38][C:37]([NH:40][CH2:41][CH:42]([O:45][CH3:46])[O:43][CH3:44])=[CH:36][CH:35]=1)[C:27]1[CH:32]=[CH:31][CH:30]=[CH:29][CH:28]=1>CN(C)C=O>[CH2:26]([O:33][C:34]1[CH:39]=[CH:38][C:37]([N:40]([CH2:41][CH:42]([O:45][CH3:46])[O:43][CH3:44])[C:1]([NH:24][C:21]2[CH:22]=[CH:23][C:18]([O:17][CH2:16][CH2:15][N:14]([CH3:25])[CH3:13])=[CH:19][CH:20]=2)=[O:2])=[CH:36][CH:35]=1)[C:27]1[CH:28]=[CH:29][CH:30]=[CH:31][CH:32]=1. Reported procedure: Carbonyldiimidazole (2.7 g) was added to a solution of 4-(2-dimethylaminoethoxy)phenylamine (3.01 g) in dimethylformamide (40 mL) cooled in ice. After 30 minutes, (4-benzyloxyphenyl)-(2,2-dimethoxyethyl)amine (4.8 g) was added, and the mixture was heated at 80° C. for 30 minutes. After cooling, volatiles were removed and the residue was purified by MPLC (eluent: heptane/ethyl acetate 9:1). The product with the molecular weight of 493.61 (C28H35N3O5); MS (ESI): 494 ([M+H]+), was obtained in this ... The reactants are CCOCC (ether), C(C1=CC=CC=C1)N1C(C=2N=C(N=C(C2CC1)Cl)C(F)(F)F)CC1=CC=CC=C1 (7,8-Dibenzyl-4-chloro-2-(trifluoromethyl)-5,6,7,8-tetrahydropyrido[3,4-d]pyrimidine). The reagents and catalysts are [Pd] (palladium on carbon). The solvent is C(C)(=O)OCC (ethyl acetate), CO (methanol). Reaction conditions: time 2 hour. Yields the product Cl.C(C1=CC=CC=C1)C1NCCC2=C1N=C(N=C2)C(F)(F)F (8-Benzyl-2-(trifluoromethyl)-5,6,7,8-tetrahydropyrido[3,4-d]pyrimidine, hydrochloride). Yield: 99.6%. RXN SMILES: C([N:8]1[CH2:17][CH2:16][C:15]2[C:14]([Cl:18])=[N:13][C:12]([C:19]([F:22])([F:21])[F:20])=[N:11][C:10]=2[CH:9]1[CH2:23][C:24]1[CH:29]=[CH:28][CH:27]=[CH:26][CH:25]=1)C1C=CC=CC=1.CCOCC>[Pd].C(OCC)(=O)C.CO>[ClH:18].[CH2:23]([CH:9]1[C:10]2[N:11]=[C:12]([C:19]([F:22])([F:20])[F:21])[N:13]=[CH:14][C:15]=2[CH2:16][CH2:17][NH:8]1)[C:24]1[CH:25]=[CH:26][CH:27]=[CH:28][CH:29]=1 |f:5.6|. Procedure details: A mixture of 420 mg (1.005 mmol) of 7,8-dibenzyl-4-chloro-2-(trifluoromethyl)-5,6,7,8-tetrahydropyrido[3,4-d]pyrimidine from Step C and 63 mg of 10% palladium on carbon in 4 mL of ethyl acetate and 7 mL of methanol was stirred under an atmosphere of hydrogen for 2 h. The mixture was filtered through a 0.45 micron syringe filter, washing with methanol, and concentrated to give a white solid. Trituration with ether gave 330 mg (100%) of the title compound as a white powder. LC-MS 294.1 (M+1). Starting materials: ClCCCBr, O=C([O-])[O-], CC(C)=O, [K+], [K+], CC(=O)c1ccc(O)cc1C. The product is CC(=O)c1ccc(OCCCCl)cc1C. As a reaction SMILES: [Br:12][CH2:13][CH2:14][CH2:15][Cl:16].[C:17](=[O:18])([O-:19])[O-:20].[CH3:23][C:24](=[O:25])[CH3:26].[K+:21].[K+:22].[OH:1][c:2]1[cH:3][c:4]([CH3:11])[c:5]([C:8]([CH3:9])=[O:10])[cH:6][cH:7]1>>[O:1]([c:2]1[cH:3][c:4]([CH3:11])[c:5]([C:8]([CH3:9])=[O:10])[cH:6][cH:7]1)[CH2:13][CH2:14][CH2:15][Cl:16].